From a dataset of the Open Reaction Database (ORD), a public repository of structured organic reaction records. describe an organic reaction: reactants, conditions, products, and yield Reactants: [OH-].[Li+] (lithium hydroxide), COC(C1=CC(=NC(=C1)N[C@@H](C)CC)C(C)=O)=O (2-acetyl-(S)-6-sec-butylamino-isonicotinic acid methyl ester), Cl (HCl). Run in C1CCOC1 (THF). The product is C(C)(=O)C=1C=C(C(=O)O)C=C(N1)N[C@@H](C)CC (2-Acetyl-(S)-6-sec-butylamino-isonicotinic acid). Isolated yield 96.0%. RXN SMILES: C[O:2][C:3](=[O:18])[C:4]1[CH:9]=[C:8]([NH:10][C@H:11]([CH2:13][CH3:14])[CH3:12])[N:7]=[C:6]([C:15](=[O:17])[CH3:16])[CH:5]=1.[OH-].[Li+].Cl>C1COCC1>[C:15]([C:6]1[CH:5]=[C:4]([CH:9]=[C:8]([NH:10][C@H:11]([CH2:13][CH3:14])[CH3:12])[N:7]=1)[C:3]([OH:18])=[O:2])(=[O:17])[CH3:16] |f:1.2|. Procedure: Dissolve 2-acetyl-(S)-6-sec-butylamino-isonicotinic acid methyl ester (60 mg, 0.24 mmol) in THF (3 mL). Slowly add 1 N lithium hydroxide (0.3 mL) and stir overnight at room temperature. Acidify the mixture to about pH=6 by 5 N HCl and concentrate to near dryness. Dilute with ethyl acetate (15 mL) and wash the organic layer with saturated aqueous sodium chloride, dry (magnesium sulfate) and concentrate to give the title compound as a solid (96%).